Task: describe an organic reaction: reactants, conditions, products, and yield. Dataset: the Open Reaction Database (ORD), a public repository of structured organic reaction records Starting materials: COC=1C=C(CC2NC(CC2)CCC2=CC=CC=C2)C=CC1OC (2-(3'4'-dimethoxybenzyl)-5-(2-phenylethyl)pyrrolidine), B(Br)(Br)Br (boron tribromide), CO (methanol). Run in C(Cl)Cl (methylene chloride). Reaction conditions: time 8 hour. Product: Br.OC=1C=C(CC2NC(CC2)CCC2=CC=CC=C2)C=CC1O (2-(3',4'-Dihydroxybenzyl)-5-(2-phenylethyl) pyrrolidine hydrobromide). RXN SMILES: C[O:2][C:3]1[CH:4]=[C:5]([CH:20]=[CH:21][C:22]=1[O:23]C)[CH2:6][CH:7]1[CH2:11][CH2:10][CH:9]([CH2:12][CH2:13][C:14]2[CH:19]=[CH:18][CH:17]=[CH:16][CH:15]=2)[NH:8]1.B(Br)(Br)[Br:26].CO>C(Cl)Cl>[BrH:26].[OH:2][C:3]1[CH:4]=[C:5]([CH:20]=[CH:21][C:22]=1[OH:23])[CH2:6][CH:7]1[CH2:11][CH2:10][CH:9]([CH2:12][CH2:13][C:14]2[CH:15]=[CH:16][CH:17]=[CH:18][CH:19]=2)[NH:8]1 |f:4.5|. Reported procedure: To a cold (-70° C.) solution of 15.1 g (0.057 mole) of 2-(3'4'-dimethoxybenzyl)-5-(2-phenylethyl)pyrrolidine in 1 L of methylene chloride was added dropwise 55.1 g (0.22 mole) of boron tribromide. After the addition the reaction mixture was gradually warmed up to room temperature over a period of 2 h. The mixture was cooled again to -70° C. and 300 ml. of methanol was carefully added. Solvent was removed in vacuo. An additional 100 ml of methanol was added and removed in vacuo. The gummy dark re...